This data is from the Open Reaction Database (ORD), a public repository of structured organic reaction records. The task is: describe an organic reaction: reactants, conditions, products, and yield The reactants are ClC1=C(C=O)C(=CC=C1)F (2-chloro-6-fluorobenzaldehyde), C(C)(=O)O (acetic acid), C(C)(=O)O[BH-](OC(C)=O)OC(C)=O.[Na+] (sodium triacetoxyborohydride), C(C)(=O)O[BH-](OC(C)=O)OC(C)=O.[Na+] (sodium triacetoxyborohydride), NC1=C(C=C(C=C1)C1=NN(C2=NC=NC(=C21)N)C2CCC(CC2)N2CCN(CC2)C)Cl (3-(4-amino-3-chlorophenyl)-1-[4-(4-methylpiperazino)cyclohexyl]-1H-pyrazolo[3,4-d]pyrimidin-4-amine). Solvent: ClCCCl (1,2-dichloroethane). Run at time 5 minute. The product is C(C)(=O)O.ClC=1C=C(C=CC1NCC1=C(C=CC=C1F)Cl)C1=NN(C2=NC=NC(=C21)N)[C@@H]2CC[C@H](CC2)N2CCN(CC2)C (trans 3-{3-chloro-4-[(2-chloro-6-fluorobenzyl)amino]phenyl}-1-[4-(4-methylpiperazino)cyclohexyl]-1H-pyrazolo[3,4-d]pyrimidin-4-amine acetate). The yield is 24.4%. Reaction SMILES: [NH2:1][C:2]1[CH:7]=[CH:6][C:5]([C:8]2[C:16]3[C:11](=[N:12][CH:13]=[N:14][C:15]=3[NH2:17])[N:10]([CH:18]3[CH2:23][CH2:22][CH:21]([N:24]4[CH2:29][CH2:28][N:27]([CH3:30])[CH2:26][CH2:25]4)[CH2:20][CH2:19]3)[N:9]=2)=[CH:4][C:3]=1[Cl:31].[Cl:32][C:33]1[CH:40]=[CH:39][CH:38]=[C:37]([F:41])[C:34]=1[CH:35]=O.[C:42]([OH:45])(=[O:44])[CH3:43].C(O[BH-](OC(=O)C)OC(=O)C)(=O)C.[Na+]>ClCCCl>[C:42]([OH:45])(=[O:44])[CH3:43].[Cl:31][C:3]1[CH:4]=[C:5]([C:8]2[C:16]3[C:11](=[N:12][CH:13]=[N:14][C:15]=3[NH2:17])[N:10]([C@H:18]3[CH2:23][CH2:22][C@H:21]([N:24]4[CH2:25][CH2:26][N:27]([CH3:30])[CH2:28][CH2:29]4)[CH2:20][CH2:19]3)[N:9]=2)[CH:6]=[CH:7][C:2]=1[NH:1][CH2:35][C:34]1[C:37]([F:41])=[CH:38][CH:39]=[CH:40][C:33]=1[Cl:32] |f:3.4,6.7|. Procedure details: A mixture of 3-(4-amino-3-chlorophenyl)-1-[4-(4-methylpiperazino)cyclohexyl]-1H-pyrazolo[3,4-d]pyrimidin-4-amine (0.200 g, 0.00045 mol) in 1,2-dichloroethane (20 mL) was reacted with 2-chloro-6-fluorobenzaldehyde (0.076 g, 0.00048 mol), acetic acid (0.095 g, 0.00159 mol) and sodium triacetoxyborohydride (0.336 g, 0.00159 mol) at ambient temperature. An additional three equivalents of sodium triacetoxyborohydride (1.008 g, 0.00477 mol) were added in three 24 hour intervals, after which time all t... Reactants: C1COCCO1, Fc1cc(Cl)cnc1F, [K+], [K+], [K+], CC1(C)OB(c2cnn(CCOC3CCCCO3)c2)OC1(C)C, O, O=P([O-])([O-])[O-]. The product is Fc1cc(-c2cnn(CCOC3CCCCO3)c2)cnc1F. As a reaction SMILES: [CH2:41]1[O:42][CH2:43][CH2:44][O:45][CH2:46]1.[Cl:24][c:25]1[cH:26][c:27]([F:32])[c:28]([F:31])[n:29][cH:30]1.[K+:38].[K+:39].[K+:40].[O:1]1[CH:2]([O:7][CH2:8][CH2:9][n:10]2[n:11][cH:12][c:13]([B:15]3[O:16][C:17]([CH3:18])([CH3:19])[C:20]([CH3:21])([CH3:22])[O:23]3)[cH:14]2)[CH2:3][CH2:4][CH2:5][CH2:6]1.[OH2:47].[P:33]([O-:34])([O-:35])([O-:36])=[O:37]>>[O:1]1[CH:2]([O:7][CH2:8][CH2:9][n:10]2[n:11][cH:12][c:13](-[c:25]3[cH:26][c:27]([F:32])[c:28]([F:31])[n:29][cH:30]3)[cH:14]2)[CH2:3][CH2:4][CH2:5][CH2:6]1. The reactants are IC (iodomethane), IC (iodomethane), COC(=O)C1=CNC2=CC(=CC=C12)Br (6-bromo-1H-indole-3-carboxylic acid methyl ester), C([O-])([O-])=O.[K+].[K+] (potassium carbonate). The solvent is CN(C)C=O (DMF), ClCCl (dichloromethane). Run at time 1.5 hour. Yields the product COC(=O)C1=CN(C2=CC(=CC=C12)Br)C (6-Bromo-1-methyl-1H-indole-3-carboxylic acid methyl ester). Yield: 99.4%. Reaction SMILES: [CH3:1][O:2][C:3]([C:5]1[C:13]2[C:8](=[CH:9][C:10]([Br:14])=[CH:11][CH:12]=2)[NH:7][CH:6]=1)=[O:4].[C:15](=O)([O-])[O-].[K+].[K+].IC>CN(C=O)C.ClCCl>[CH3:1][O:2][C:3]([C:5]1[C:13]2[C:8](=[CH:9][C:10]([Br:14])=[CH:11][CH:12]=2)[N:7]([CH3:15])[CH:6]=1)=[O:4] |f:1.2.3|. Procedure details: To a mixture of 6-bromo-1H-indole-3-carboxylic acid methyl ester (100 mg, 0.394 mmol), potassium carbonate (163 mg, 1.18 mmol) in DMF is added iodomethane (30 μL, 0.47 mmol). The reaction mixture is stirred for 1.5 h. Additional iodomethane (10 μL) is added and the reaction is stirred for 30 minutes. The reaction mixture is diluted with dichloromethane and filtered. The filtrate is concentrated under high vacuum, diluted with ethyl acetate, and concentrated to give the title compound (105 mg, 99... The reactants are aqueous solution, [OH-].[Na+] (sodium hydroxide), CC1=C(C(C(=O)O)=CC(=C1)CCCCCCCC)O (3-Methyl-5-n-octyl salicylic acid), [Cl-].[Zn+2].[Cl-] (zinc chloride). Solvent: O (water), O (water), O (water). Run at temperature 65 celsius. Product: [Zn+2].CC1=C(C(C(=O)[O-])=CC(=C1)CCCCCCCC)O.CC1=C(C(C(=O)[O-])=CC(=C1)CCCCCCCC)O (3-methyl-5-n-octyl salicylic Acid Zinc Salt). Yield: 98.6%. As a reaction SMILES: [CH3:1][C:2]1[CH:10]=[C:9]([CH2:11][CH2:12][CH2:13][CH2:14][CH2:15][CH2:16][CH2:17][CH3:18])[CH:8]=[C:4]([C:5]([OH:7])=[O:6])[C:3]=1[OH:19].[OH-].[Na+].[Cl-].[Zn+2:23].[Cl-]>O>[Zn+2:23].[CH3:1][C:2]1[CH:10]=[C:9]([CH2:11][CH2:12][CH2:13][CH2:14][CH2:15][CH2:16][CH2:17][CH3:18])[CH:8]=[C:4]([C:5]([O-:7])=[O:6])[C:3]=1[OH:19].[CH3:1][C:2]1[CH:10]=[C:9]([CH2:11][CH2:12][CH2:13][CH2:14][CH2:15][CH2:16][CH2:17][CH3:18])[CH:8]=[C:4]([C:5]([O-:7])=[O:6])[C:3]=1[OH:19] |f:1.2,3.4.5,7.8.9|. Procedure: 3-Methyl-5-n-octyl salicylic acid (prepared as described above, 48 g)was added with stirring to a solution of 14.5 g of a 50% aqueous solution of sodium hydroxide and 200 mL water in a 4 L beaker. To this was added 1 L of water and the solution was heated to 65° C. To the hot solution was then added with stirring 24.5 g of zinc chloride in 40 ml of water. A gummy solid precipitated. The solution decanted and the remaining solid was dissolved in 300 mL hot 95% ethanol. The hot solution was dilute... Starting materials: BrC1=C(C(=C(C(=O)CC(=O)OCC)C=C1)F)C (ethyl 4-bromo-2-fluoro-3-methyl-benzoylacetate), C(C)(=O)OC(C)=O (acetic anhydride), COC(N(C)C)OC (N,N-dimethylformamide dimethyl acetal). Solvent: C(Cl)Cl (methylene chloride). Run at time 12 hour. Yields the product BrC1=C(C(=C(C(=O)C(C(=O)OCC)=CNC2CC2)C=C1)F)C (ethyl 2-(4-bromo-2-fluoro-3-methylbenzoyl)-3-cyclopropylaminoacrylate). The yield is 84.2%. As a reaction SMILES: [Br:1][C:2]1[CH:15]=[CH:14][C:5]([C:6]([CH2:8][C:9]([O:11][CH2:12][CH3:13])=[O:10])=[O:7])=[C:4]([F:16])[C:3]=1[CH3:17].[C:18](OC(=O)C)(=O)[CH3:19].CO[CH:27](OC)[N:28]([CH3:30])C>C(Cl)Cl>[Br:1][C:2]1[CH:15]=[CH:14][C:5]([C:6]([C:8](=[CH:30][NH:28][CH:27]2[CH2:19][CH2:18]2)[C:9]([O:11][CH2:12][CH3:13])=[O:10])=[O:7])=[C:4]([F:16])[C:3]=1[CH3:17]. Reported procedure: In 14 ml of methylene chloride was dissolved 0.70 g of ethyl 4-bromo-2-fluoro-3-methyl-benzoylacetate, followed by adding thereto 0.29 g of acetic anhydride and 0.33 g of N,N-dimethylformamide dimethyl acetal, and the resulting mixture was stirred at room temperature for 2 hours and then distilled under reduced pressure to remove the solvent. The resulting residue was dissolved in 10 ml of ethanol, followed by adding thereto 0.16 g of cyclopropylamine. The resulting mixture was stirred at room t... Starting materials: ClC=1C=C(C=O)C=CC1O (3-chloro-4-hydroxybenzaldehyde), CI (methyl iodide). The product is ClC=1C=C(C=O)C=CC1OC (3-Chloro-4-methoxybenzaldehyde). Reaction SMILES: [Cl:1][C:2]1[CH:3]=[C:4]([CH:7]=[CH:8][C:9]=1[OH:10])[CH:5]=[O:6].[CH3:11]I>>[Cl:1][C:2]1[CH:3]=[C:4]([CH:7]=[CH:8][C:9]=1[O:10][CH3:11])[CH:5]=[O:6]. Procedure: Following a similar procedure to that described in reference example 3, but starting from 3-chloro-4-hydroxybenzaldehyde instead of 4-hydroxybenzaldehyde and using methyl iodide instead of 2-iodopropane, the title compound of the example was obtained as an oil (97% yield).